The task is: describe an organic reaction: reactants, conditions, products, and yield. This data is from the Open Reaction Database (ORD), a public repository of structured organic reaction records. The reactants are O=C([O-])[O-], [Cs+], [Cs+], N#Cc1ccc(F)cc1, CN(C)C=O, c1c[nH]nn1. The product is N#Cc1ccc(-n2ccnn2)cc1. RXN SMILES: [C:15](=[O:16])([O-:17])[O-:18].[Cs+:19].[Cs+:20].[F:1][c:2]1[cH:3][cH:4][c:5]([C:6]#[N:7])[cH:8][cH:9]1.[O:21]=[CH:22][N:23]([CH3:24])[CH3:25].[nH:10]1[n:11][n:12][cH:13][cH:14]1>>[c:2]1(-[n:10]2[n:11][n:12][cH:13][cH:14]2)[cH:3][cH:4][c:5]([C:6]#[N:7])[cH:8][cH:9]1.